This data is from the Open Reaction Database (ORD), a public repository of structured organic reaction records. The task is: describe an organic reaction: reactants, conditions, products, and yield The reactants are C(CC)(=O)OC(C=O)=C1CC[C@H]2[C@@H]3CCC4=CC(CC[C@]4(C)C3=CC[C@]12C)=O (20-propionyloxy-3-oxo-pregna-4,9(11),17(20)-trien-21-al), C(C)(=O)[O-].[K+] (potassium acetate), CN(C=O)C (dimethylformamide). Conditions: time 2 day. The product is C(CC)(=O)OCC(C1=CC[C@H]2[C@@H]3CCC4=CC(CC[C@]4(C)C3=CC[C@]12C)=O)=O (21-propionyloxy-pregna-4,9(11),16-triene-3,20-dione). The yield is 78.2%. RXN SMILES: C([O:5][C:6](=[C:9]1[C@:26]2([CH3:27])[C@H:12]([C@H:13]3[C:23](=[CH:24][CH2:25]2)[C@:21]2([CH3:22])[C:16](=[CH:17][C:18](=[O:28])[CH2:19][CH2:20]2)[CH2:15][CH2:14]3)[CH2:11][CH2:10]1)[CH:7]=[O:8])(=O)CC.[C:29]([O-:32])(=O)[CH3:30].[K+].[CH3:34]N(C)C=O>>[C:29]([O:8][CH2:7][C:6](=[O:5])[C:9]1[C@:26]2([CH3:27])[C@H:12]([C@H:13]3[C:23](=[CH:24][CH2:25]2)[C@:21]2([CH3:22])[C:16](=[CH:17][C:18](=[O:28])[CH2:19][CH2:20]2)[CH2:15][CH2:14]3)[CH2:11][CH:10]=1)(=[O:32])[CH2:30][CH3:34] |f:1.2|. Procedure: Into a reactor were charged 0.2 m mole of the 20-propionyloxy-3-oxo-pregna-4,9(11),17(20)-trien-21-al obtained in Example 10, 0.3 m mole of potassium acetate and 2 ml of dimethylformamide, and stirred under nitrogen at room temperature for 2 days. Then, the resulting mixture was heated to 50% and stirred for 10 hours. After completion of the reaction, the reaction mixture was treated in the same manner as in Referential Example 1 to obtain 21-propionyloxy-pregna-4,9(11),16-triene-3,20-dione of t... Reactants: COc1cc(OC)nc(NC(=O)NS(=O)(=O)c2ncccc2C(CCl)OC(C)=O)n1, CO, Cl, [Li+], [OH-], O, O. The product is COc1cc(OC)nc(NC(=O)NS(=O)(=O)c2ncccc2C(O)CCl)n1. As a reaction SMILES: [C:1](=[O:2])([CH3:3])[O:4][CH:5]([CH2:6][Cl:7])[c:8]1[c:9]([S:14](=[O:15])(=[O:16])[NH:17][C:18](=[O:19])[NH:20][c:21]2[n:22][c:23]([O:29][CH3:30])[cH:24][c:25]([O:27][CH3:28])[n:26]2)[n:10][cH:11][cH:12][cH:13]1.[CH3:36][OH:37].[ClH:35].[Li+:32].[OH-:31].[OH2:33].[OH2:34]>>[OH:4][CH:5]([CH2:6][Cl:7])[c:8]1[c:9]([S:14](=[O:15])(=[O:16])[NH:17][C:18](=[O:19])[NH:20][c:21]2[n:22][c:23]([O:29][CH3:30])[cH:24][c:25]([O:27][CH3:28])[n:26]2)[n:10][cH:11][cH:12][cH:13]1. Starting materials: [Cl-], CCOC(=O)c1cnc(SC)nc1Cl, [NH4+], c1ccccc1. Product: CCOC(=O)c1cnc(SC)nc1. RXN SMILES: [Cl-:15].[Cl:1][c:2]1[n:3][c:4]([S:13][CH3:14])[n:5][cH:6][c:7]1[C:8](=[O:9])[O:10][CH2:11][CH3:12].[NH4+:16].[cH:17]1[cH:18][cH:19][cH:20][cH:21][cH:22]1>>[cH:2]1[n:3][c:4]([S:13][CH3:14])[n:5][cH:6][c:7]1[C:8](=[O:9])[O:10][CH2:11][CH3:12]. Reactants: CCOCC, O=S(=O)(O)Cl, O=C(O)C1=Cc2ccccc2OC1C(F)(F)F. Yields the product O=C(O)C1=Cc2cc(S(=O)(=O)Cl)ccc2OC1C(F)(F)F. RXN SMILES: [CH3:23][CH2:24][O:25][CH2:26][CH3:27].[Cl:1][S:2](=[O:3])(=[O:4])[OH:5].[F:6][C:7]([CH:8]1[O:9][c:10]2[c:11]([cH:17][cH:18][cH:19][cH:20]2)[CH:12]=[C:13]1[C:14](=[O:15])[OH:16])([F:21])[F:22]>>[Cl:1][S:2](=[O:3])(=[O:5])[c:18]1[cH:17][c:11]2[c:10]([cH:20][cH:19]1)[O:9][CH:8]([C:7]([F:6])([F:21])[F:22])[C:13]([C:14](=[O:15])[OH:16])=[CH:12]2. Reactants: FC1=C(C=C2C(N(C(N2)=O)C2=C(C=CC(=C2)F)F)=O)C=CC=C1 (5-(2-fluorobenzylidene)-3-(2,5-difluorophenyl)-imidazolidine-2,4-dione), C([O-])([O-])=O.[Cs+].[Cs+] (cesium carbonate), CI (methyl iodide). Run in CN(C)C=O (DMF), O (water). Product: FC1=C(C=C2C(N(C(N2C)=O)C2=C(C=CC(=C2)F)F)=O)C=CC=C1 (5-(2-fluorobenzylidene)-3-(2,5-difluorophenyl)-1-methylimidazolidine-2,4-dione). Yield: 189.9%. As a reaction SMILES: [F:1][C:2]1[CH:23]=[CH:22][CH:21]=[CH:20][C:3]=1[CH:4]=[C:5]1[NH:9][C:8](=[O:10])[N:7]([C:11]2[CH:16]=[C:15]([F:17])[CH:14]=[CH:13][C:12]=2[F:18])[C:6]1=[O:19].[C:24](=O)([O-])[O-].[Cs+].[Cs+].CI>CN(C=O)C.O>[F:1][C:2]1[CH:23]=[CH:22][CH:21]=[CH:20][C:3]=1[CH:4]=[C:5]1[N:9]([CH3:24])[C:8](=[O:10])[N:7]([C:11]2[CH:16]=[C:15]([F:17])[CH:14]=[CH:13][C:12]=2[F:18])[C:6]1=[O:19] |f:1.2.3|. Procedure: The 5-(2-fluorobenzylidene)-3-(2,5-difluorophenyl)-imidazolidine-2,4-dione (1.25 g, 3.9 mmol), cesium carbonate (0.67 g, 2.06 mmol) and methyl iodide (0.84 g, 5.9 mmol) were allowed to stir overnight in DMF (15 mL), under a N2 atmosphere. The resulting solution was diluted with water and extracted with ethyl acetate (3×). The combined extracts were washed with brine (saturated), dried (over MgSO4), filtered and concentrated to give 1.3 grams of 5-(2-fluorobenzylidene)-3-(2,5-difluorophenyl)-1-me... The reactants are C1(=CC=CC=C1)OC1=CC=CC=C1 (phenyl ether), C1(CCC(=O)O1)=O (succinic anhydride), O.NN (hydrazine hydrate). Yields the product C1(CCCCC1)OC1=CC=C(C=C1)C=1CCC(NN1)=O (6-(p-Cyclohexyloxyphenyl)-4,5-dihydro-3(2H)-pyridazinone). RXN SMILES: [C:1]1([O:7][C:8]2[CH:13]=[CH:12][CH:11]=[CH:10][CH:9]=2)[CH:6]=[CH:5][CH:4]=[CH:3][CH:2]=1.[C:14]1(=O)[O:19][C:17](=O)[CH2:16][CH2:15]1.O.[NH2:22][NH2:23]>>[CH:8]1([O:7][C:1]2[CH:2]=[CH:3][C:4]([C:14]3[CH2:15][CH2:16][C:17](=[O:19])[NH:22][N:23]=3)=[CH:5][CH:6]=2)[CH2:9][CH2:10][CH2:11][CH2:12][CH2:13]1 |f:2.3|. Procedure details: Similarly prepared by reaction of the appropriate phenyl ether with succinic anhydride followed by treatment with hydrazine hydrate were: Starting materials: Cc1ccccc1, Clc1ccc(C(Cl)(c2ccccc2)c2ccccc2)cc1, N#C[Cu]C#N. Yields the product N#CC(c1ccccc1)(c1ccccc1)c1ccc(Cl)cc1. Reaction SMILES: [CH3:27][c:28]1[cH:29][cH:30][cH:31][cH:32][cH:33]1.[Cl:1][c:2]1[cH:3][cH:4][c:5]([C:6]([c:7]2[cH:8][cH:9][cH:10][cH:11][cH:12]2)([c:13]2[cH:14][cH:15][cH:16][cH:17][cH:18]2)[Cl:19])[cH:20][cH:21]1.[Cu:22]([C:23]#[N:24])[C:25]#[N:26]>>[Cl:1][c:2]1[cH:3][cH:4][c:5]([C:6]([c:7]2[cH:8][cH:9][cH:10][cH:11][cH:12]2)([c:13]2[cH:14][cH:15][cH:16][cH:17][cH:18]2)[C:23]#[N:24])[cH:20][cH:21]1. The product is COC(=O)N1CCC(=O)CC1CCc1ccccc1. RXN SMILES: [CH3:20][CH2:21][O:22][C:23]([CH3:24])=[O:25].[O:1]=[C:2]1[CH2:3][CH:4]([CH2:12][CH2:13][c:14]2[cH:15][cH:16][cH:17][cH:18][cH:19]2)[N:5]([C:8](=[O:9])[O:10][CH3:11])[CH:6]=[CH:7]1>>[O:1]=[C:2]1[CH2:3][CH:4]([CH2:12][CH2:13][c:14]2[cH:15][cH:16][cH:17][cH:18][cH:19]2)[N:5]([C:8](=[O:9])[O:10][CH3:11])[CH2:6][CH2:7]1. The reactants are CCOC(C)=O, COC(=O)N1C=CC(=O)CC1CCc1ccccc1. The reactants are CC(Br)Br, BrCCC1OCCO1, C=CC[Si](C)(C)Cl, [Mg], C1CCOC1. Product: C=CC[Si](C)(C)CCC1OCCO1. As a reaction SMILES: [Br:2][CH:3]([Br:4])[CH3:5].[Br:6][CH2:7][CH2:8][CH:9]1[O:10][CH2:11][CH2:12][O:13]1.[CH2:14]([CH:15]=[CH2:16])[Si:17]([Cl:18])([CH3:19])[CH3:20].[Mg:1].[O:21]1[CH2:22][CH2:23][CH2:24][CH2:25]1>>[CH2:7]([CH2:8][CH:9]1[O:10][CH2:11][CH2:12][O:13]1)[Si:17]([CH2:14][CH:15]=[CH2:16])([CH3:19])[CH3:20]. Reactants: C([O-])([O-])=O.[K+].[K+] (potassium carbonate), S(=O)(=O)=NCCC1=CC=C(C=C1)B(O)O (4-sulfonylaminoethyl benzene boronic acid), hydrochloride salt, ClC=1C(=NC=CN1)N1CCN(CC1)CC=1C=NN(C1C)C (3′-chloro-4-(1,5-dimethyl-1H-pyrazol-4-ylmethyl)-3,4,5,6-tetrahydro-2H-[1,2′]bipyrazinyl), Cl (HCl). Reagents/catalysts: C=1C=CC(=CC1)[P](C=2C=CC=CC2)(C=3C=CC=CC3)[Pd]([P](C=4C=CC=CC4)(C=5C=CC=CC5)C=6C=CC=CC6)([P](C=7C=CC=CC7)(C=8C=CC=CC8)C=9C=CC=CC9)[P](C=1C=CC=CC1)(C=1C=CC=CC1)C=1C=CC=CC1 (tetrakis(triphenylphosphine)palladium(0)). The solvent is O (water), CN(C(C)=O)C (N,N-dimethylacetamide), C(C)#N (acetonitrile), O (water). Run at temperature 120 celsius. Product: Cl.CN1N=CC(=C1C)CN1CCN(CC1)C1=NC=CN=C1C1=CC=C(C=C1)CCNS(=O)(=O)C (N-(2-{4-[4-(1,5-Dimethyl-1H-pyrazol-4-ylmethyl)-3,4,5,6-tetrahydro-2H-[1,2′]bipyrazinyl-3′-yl]-phenyl}-ethyl)-methanesulfonamide hydrochloride). The yield is 72.1%. RXN SMILES: [Cl:1][C:2]1[C:3]([N:8]2[CH2:13][CH2:12][N:11]([CH2:14][C:15]3[CH:16]=[N:17][N:18]([CH3:21])[C:19]=3[CH3:20])[CH2:10][CH2:9]2)=[N:4][CH:5]=[CH:6][N:7]=1.[C:22](=O)([O-])[O-].[K+].[K+].[S:28](=[N:31][CH2:32][CH2:33][C:34]1[CH:39]=[CH:38][C:37](B(O)O)=[CH:36][CH:35]=1)(=[O:30])=[O:29].Cl>CN(C)C(=O)C.C(#N)C.C1C=CC([P]([Pd]([P](C2C=CC=CC=2)(C2C=CC=CC=2)C2C=CC=CC=2)([P](C2C=CC=CC=2)(C2C=CC=CC=2)C2C=CC=CC=2)[P](C2C=CC=CC=2)(C2C=CC=CC=2)C2C=CC=CC=2)(C2C=CC=CC=2)C2C=CC=CC=2)=CC=1.O>[ClH:1].[CH3:21][N:18]1[C:19]([CH3:20])=[C:15]([CH2:14][N:11]2[CH2:12][CH2:13][N:8]([C:3]3[C:2]([C:37]4[CH:38]=[CH:39][C:34]([CH2:33][CH2:32][NH:31][S:28]([CH3:22])(=[O:30])=[O:29])=[CH:35][CH:36]=4)=[N:7][CH:6]=[CH:5][N:4]=3)[CH2:9][CH2:10]2)[CH:16]=[N:17]1 |f:1.2.3,10.11,^1:56,58,77,96|. Procedure: Dissolve 3′-chloro-4-(1,5-dimethyl-1H-pyrazol-4-ylmethyl)-3,4,5,6-tetrahydro-2H-[1,2′]bipyrazinyl (307 mg, 1.0 mmol) in N,N-dimethylacetamide (4 mL). Add potassium carbonate (331 mg, 2.4 mmol), 4-sulfonylaminoethyl benzene boronic acid (292 mg, 1.2 mmol), tetrakis(triphenylphosphine)palladium(0) (0.0050 g, 0.0058 mmol), then water (2 mL) and degas with nitrogen for 10 min. Heat at 120° C. for 20 hr., then purify by SCX-2® chromatography washing with methanol. Elute with 2 M ammonia in methanol a...